describe an organic reaction: reactants, conditions, products, and yield From a dataset of the Open Reaction Database (ORD), a public repository of structured organic reaction records. Reaction SMILES: [CH2:15]([CH3:16])[S:17](=[O:18])(=[O:19])[c:20]1[cH:21][c:22]([C:30](=[O:31])[Cl:32])[c:23]2[c:24]([cH:29]1)[O:25][CH2:26][CH2:27][O:28]2.[CH2:1]([CH:2]=[CH2:3])[N:4]1[CH:5]([CH2:9][NH2:10])[CH2:6][CH2:7][CH2:8]1.[CH:11]([Cl:12])([Cl:13])[Cl:14].[OH2:33]>>[CH2:1]([CH:2]=[CH2:3])[N:4]1[CH:5]([CH2:9][NH:10][C:30]([c:22]2[cH:21][c:20]([S:17]([CH2:15][CH3:16])(=[O:18])=[O:19])[cH:29][c:24]3[c:23]2[O:28][CH2:27][CH2:26][O:25]3)=[O:31])[CH2:6][CH2:7][CH2:8]1. Starting materials: CCS(=O)(=O)c1cc2c(c(C(=O)Cl)c1)OCCO2, C=CCN1CCCC1CN, ClC(Cl)Cl, O. Yields the product C=CCN1CCCC1CNC(=O)c1cc(S(=O)(=O)CC)cc2c1OCCO2. The reactants are BrC=1C=NC=C(C1)C=1N=NNN1 (3-Bromo-5-(2H-tetrazol-5-yl)-pyridine), C(C)(C)(C)OC(C1=CC=C(C=C1)CBr)=O (4-bromomethyl-benzoic acid tert-butyl ester), C([O-])([O-])=O.[Cs+].[Cs+] (cesium carbonate). Run in CN(C=O)C (dimethylformamide). The product is C(C)(C)(C)OC(C1=CC=C(C=C1)CN1N=C(N=N1)C=1C=NC=C(C1)Br)=O (4-[5-(5-Bromo-pyridin-3-yl)-tetrazol-2-ylmethyl]-benzoic acid tert-butyl ester). RXN SMILES: [Br:1][C:2]1[CH:3]=[N:4][CH:5]=[C:6]([C:8]2[N:9]=[N:10][NH:11][N:12]=2)[CH:7]=1.[C:13]([O:17][C:18](=[O:27])[C:19]1[CH:24]=[CH:23][C:22]([CH2:25]Br)=[CH:21][CH:20]=1)([CH3:16])([CH3:15])[CH3:14].C(=O)([O-])[O-].[Cs+].[Cs+]>CN(C)C=O>[C:13]([O:17][C:18](=[O:27])[C:19]1[CH:20]=[CH:21][C:22]([CH2:25][N:10]2[N:11]=[N:12][C:8]([C:6]3[CH:5]=[N:4][CH:3]=[C:2]([Br:1])[CH:7]=3)=[N:9]2)=[CH:23][CH:24]=1)([CH3:16])([CH3:15])[CH3:14] |f:2.3.4|. Reported procedure: The tetrazole (27.3 g, 104 mmol) from Step (a) was treated with 4-bromomethyl-benzoic acid tert-butyl ester (31.0 g, 114 mmol) and cesium carbonate (74.3 g, 228 mmol) in dimethylformamide (400 mL) at room temperature for 5.5 hours. The solvent was evaporated in vacuo and the residue passed through a pad of silica gel eluting with CH2Cl2:THF 19:1, to give a 9:1 mixture of regioisomers (40.07 g, 93%). 1H NMR (DMSO-d6) δ 9.16 (s, 1H), 8.87 (s, 1H), 8.54 (s, 1H), 7.91 (d, J=8 Hz, 2H), 7.51 (d, J=9 H... Starting materials: FC=1C(=C(C=O)C=CC1)C (3-fluoro-2-methylbenzaldehyde), CC(=O)C1=CC(=CC=C1)OC (3-methoxyacetophenone). Reaction SMILES: [F:1][C:2]1[C:3]([CH3:10])=[C:4]([CH:7]=[CH:8][CH:9]=1)[CH:5]=O.[CH3:11][C:12]([C:14]1[CH:19]=[CH:18][CH:17]=[C:16]([O:20][CH3:21])[CH:15]=1)=[O:13]>[OH-].[Na+]>[F:1][C:2]1[C:3]([CH3:10])=[C:4](/[CH:5]=[CH:11]/[C:12]([C:14]2[CH:19]=[CH:18][CH:17]=[C:16]([O:20][CH3:21])[CH:15]=2)=[O:13])[CH:7]=[CH:8][CH:9]=1 |f:2.3|. Procedure details: To a stirred solution of 3-fluoro-2-methylbenzaldehyde (150 g, 1.2 mol) in IMS (600 mL) was added 3-methoxyacetophenone (163 g, 1.2 mol). NaOH (10% aq, 750 mL) was added over 40 min using a water bath to maintain a temperature between 18-25° C. The mixture was stirred vigorously at room temperature for 15 h and a thick precipitate was formed. The solid was isolated by filtration, broken up with a mortar and pestle, and washed IMS and water. After drying at 45° C. for 48 h, 273 g (84% yield), the... Isolated yield 84.0%. Solvent: [OH-].[Na+] (NaOH), IMS. Conditions: temperature 21.5 celsius, time 15 hour. Yields the product desired product, FC=1C(=C(C=CC1)/C=C/C(=O)C1=CC(=CC=C1)OC)C ((E)-3-(3-fluoro-2-methylphenyl)-1-(3-methoxyphenyl)prop-2-en-1-one). The reactants are Brc1ccncc1, O=C1CCCc2ccccc21, [Li]CCCC, CCCCCC, [Cl-], [NH4+]. Yields the product OC1(c2ccncc2)CCCc2ccccc21. Reaction SMILES: [Br:6][c:7]1[cH:8][cH:9][n:10][cH:11][cH:12]1.[C:13]1(=[O:23])[CH2:14][CH2:15][CH2:16][c:17]2[cH:18][cH:19][cH:20][cH:21][c:22]21.[CH2:1]([Li:2])[CH2:3][CH2:4][CH3:5].[CH3:26][CH2:27][CH2:28][CH2:29][CH2:30][CH3:31].[Cl-:24].[NH4+:25]>>[c:7]1([C:13]2([OH:23])[CH2:14][CH2:15][CH2:16][c:17]3[cH:18][cH:19][cH:20][cH:21][c:22]32)[cH:8][cH:9][n:10][cH:11][cH:12]1. Starting materials: ice, [N+](=O)([O-])C1=CC=C(CP(OCC)(OCC)=O)C=C1 (Diethyl 4-nitrobenzylphosphonate), O=C1CCN(CC1)C(=O)OC(C)(C)C (tert-butyl 4-oxopiperidine-1-carboxylate), [H-].[Na+] (Sodium hydride). Run in O1CCCC1 (tetrahydrofuran). Run at time 3 hour. The product is [N+](=O)([O-])C1=CC=C(C=C2CCN(CC2)C(=O)OC(C)(C)C)C=C1 (tert-Butyl 4-(4-nitrobenzylidene)piperidine-1-carboxylate). Yield: 81.5%. Reaction SMILES: [N+:1]([C:4]1[CH:18]=[CH:17][C:7]([CH2:8]P(=O)(OCC)OCC)=[CH:6][CH:5]=1)([O-:3])=[O:2].O=[C:20]1[CH2:25][CH2:24][N:23]([C:26]([O:28][C:29]([CH3:32])([CH3:31])[CH3:30])=[O:27])[CH2:22][CH2:21]1.[H-].[Na+]>O1CCCC1>[N+:1]([C:4]1[CH:5]=[CH:6][C:7]([CH:8]=[C:20]2[CH2:25][CH2:24][N:23]([C:26]([O:28][C:29]([CH3:32])([CH3:31])[CH3:30])=[O:27])[CH2:22][CH2:21]2)=[CH:17][CH:18]=1)([O-:3])=[O:2] |f:2.3|. Reported procedure: Diethyl 4-nitrobenzylphosphonate (36 g, 132 mmol) and tert-butyl 4-oxopiperidine-1-carboxylate (26.3 g, 132 mmol) were stirred in tetrahydrofuran (230 mL) and cooled in an ice bath. Sodium hydride was added (6.85 g, 171 mmol) and the reaction was taken off the ice bath and stirred for 3 hours at room temperature. The reaction was quenched with water and extracted with dichloromethane, dried (magnesium sulphate), filtered and evaporated under reduced pressure. The crude material was purified by s...